This data is from the Open Reaction Database (ORD), a public repository of structured organic reaction records. The task is: describe an organic reaction: reactants, conditions, products, and yield Starting materials: C(#N)[BH3-].[Na+] (sodium cyanoborohydride), NC1=CC=C2C(NC(N(C2=C1)CCCCN1CCC(CC1)OC(C1=CC=CC=C1)C1=CC=CC=C1)=O)=O (7-Amino-2,4-dioxo-1-[4-(4-diphenylmethoxypiperidino)butyl]-1,2,3,4-tetrahydroquinazoline), C(C)(=O)O (acetic acid), C=O (formaldehyde). Run in CO (methanol), CO (methanol). Conditions: time 1 hour. Yields the product CN(C1=CC=C2C(NC(N(C2=C1)CCCCN1CCC(CC1)OC(C1=CC=CC=C1)C1=CC=CC=C1)=O)=O)C (7-Dimethylamino-2,4-dioxo-1-[4-(4-diphenylmethoxypiperidino)butyl]-1,2,3,4-tetrahydroquinazoline). The yield is 72.0%. Reaction SMILES: N[C:2]1[CH:11]=[C:10]2[C:5]([C:6](=[O:37])[NH:7][C:8](=[O:36])[N:9]2[CH2:12][CH2:13][CH2:14][CH2:15][N:16]2[CH2:21][CH2:20][CH:19]([O:22][CH:23]([C:30]3[CH:35]=[CH:34][CH:33]=[CH:32][CH:31]=3)[C:24]3[CH:29]=[CH:28][CH:27]=[CH:26][CH:25]=3)[CH2:18][CH2:17]2)=[CH:4][CH:3]=1.[C:38](O)(=O)C.C=O.[C:44]([BH3-])#[N:45].[Na+]>CO>[CH3:38][N:45]([CH3:44])[C:2]1[CH:11]=[C:10]2[C:5]([C:6](=[O:37])[NH:7][C:8](=[O:36])[N:9]2[CH2:12][CH2:13][CH2:14][CH2:15][N:16]2[CH2:17][CH2:18][CH:19]([O:22][CH:23]([C:30]3[CH:35]=[CH:34][CH:33]=[CH:32][CH:31]=3)[C:24]3[CH:25]=[CH:26][CH:27]=[CH:28][CH:29]=3)[CH2:20][CH2:21]2)=[CH:4][CH:3]=1 |f:3.4|. Reported procedure: 7-Amino-2,4-dioxo-1-[4-(4-diphenylmethoxypiperidino)butyl]-1,2,3,4-tetrahydroquinazoline (500 mg) obtained in Example 39 was suspended in methanol (5.00 ml), and to this mixture acetic acid (0.5 ml) and 37% formaldehyde (0.5 ml) were added and the mixture was stirred for 1 hour. A solution of sodium cyanoborohydride (94.5 mg) in methanol (2.0 ml) was added dropwise and the mixture was stirred at room temperature for 21 hours. The reaction mixture was concentrated under reduced pressure, diluted ... Starting materials: Oc1ccccc1Cl, Clc1nc(Nc2cc[nH]n2)cc2ccccc12. The product is Clc1ccccc1Oc1nc(Nc2cc[nH]n2)cc2ccccc12. Reaction SMILES: [Cl:18][c:19]1[c:20]([OH:25])[cH:21][cH:22][cH:23][cH:24]1.[Cl:1][c:2]1[n:3][c:4]([NH:12][c:13]2[n:14][nH:15][cH:16][cH:17]2)[cH:5][c:6]2[cH:7][cH:8][cH:9][cH:10][c:11]12>>[c:2]1([O:25][c:20]2[c:19]([Cl:18])[cH:24][cH:23][cH:22][cH:21]2)[n:3][c:4]([NH:12][c:13]2[n:14][nH:15][cH:16][cH:17]2)[cH:5][c:6]2[cH:7][cH:8][cH:9][cH:10][c:11]12. The reactants are BrB(Br)Br, Br, CC#N, CO, ClCCl, Cl, COCCc1nc2c(N)nc3cccnc3c2n1CC(C)(C)O, [Na+], [OH-]. Yields the product CC(C)(O)Cn1c(CCO)nc2c(N)nc3cccnc3c21. RXN SMILES: [B:1]([Br:2])([Br:3])[Br:4].[BrH:5].[CH3:35][C:36]#[N:37].[CH3:38][OH:39].[Cl:32][CH2:33][Cl:34].[ClH:29].[NH2:6][c:7]1[n:8][c:9]2[cH:10][cH:11][cH:12][n:13][c:14]2[c:15]2[c:16]1[n:17][c:18]([CH2:25][CH2:26][O:27][CH3:28])[n:19]2[CH2:20][C:21]([CH3:22])([OH:23])[CH3:24].[Na+:31].[OH-:30]>>[NH2:6][c:7]1[n:8][c:9]2[cH:10][cH:11][cH:12][n:13][c:14]2[c:15]2[c:16]1[n:17][c:18]([CH2:25][CH2:26][OH:27])[n:19]2[CH2:20][C:21]([CH3:22])([OH:23])[CH3:24]. Starting materials: CCOc1ccc2c(C)c(C(=O)O)oc2c1OCC, CCOC(=O)N1CCC(Oc2ccc(N)cc2)C1. Yields the product CCOC(=O)N1CCC(Oc2ccc(NC(=O)c3oc4c(OCC)c(OCC)ccc4c3C)cc2)C1. RXN SMILES: [CH2:1]([CH3:2])[O:3][c:4]1[c:5]([O:17][CH2:18][CH3:19])[c:6]2[c:7]([c:8]([CH3:14])[c:9]([C:11](=[O:12])[OH:13])[o:10]2)[cH:15][cH:16]1.[CH2:20]([CH3:21])[O:22][C:23](=[O:24])[N:25]1[CH2:26][CH:27]([O:30][c:31]2[cH:32][cH:33][c:34]([NH2:37])[cH:35][cH:36]2)[CH2:28][CH2:29]1>>[CH2:1]([CH3:2])[O:3][c:4]1[c:5]([O:17][CH2:18][CH3:19])[c:6]2[c:7]([c:8]([CH3:14])[c:9]([C:11](=[O:13])[NH:37][c:34]3[cH:33][cH:32][c:31]([O:30][CH:27]4[CH2:26][N:25]([C:23]([O:22][CH2:20][CH3:21])=[O:24])[CH2:29][CH2:28]4)[cH:36][cH:35]3)[o:10]2)[cH:15][cH:16]1. Yields the product CC(C)(C)OC(=O)NC(CO)Cc1ccc(B2OC(C)(C)C(C)(C)O2)cc1. Starting materials: COC(=O)C(Cc1ccc(B2OC(C)(C)C(C)(C)O2)cc1)NC(=O)OC(C)(C)C, C1CCOC1. Reaction SMILES: [C:1]([CH3:2])([CH3:3])([CH3:4])[O:5][C:6](=[O:7])[NH:8][CH:9]([C:10](=[O:11])[O:12][CH3:13])[CH2:14][c:15]1[cH:16][cH:17][c:18]([B:21]2[O:22][C:23]([CH3:28])([CH3:29])[C:24]([CH3:26])([CH3:27])[O:25]2)[cH:19][cH:20]1.[O:30]1[CH2:31][CH2:32][CH2:33][CH2:34]1>>[C:1]([CH3:2])([CH3:3])([CH3:4])[O:5][C:6](=[O:7])[NH:8][CH:9]([CH2:10][OH:11])[CH2:14][c:15]1[cH:16][cH:17][c:18]([B:21]2[O:22][C:23]([CH3:28])([CH3:29])[C:24]([CH3:26])([CH3:27])[O:25]2)[cH:19][cH:20]1. Reactants: CCOC(=O)CN(C(=O)C(NC(=O)OCc1ccccc1)C(C)C)C1CCCCCC1, CCO, [K+], [OH-]. The product is CC(C)C(NC(=O)OCc1ccccc1)C(=O)N(CC(=O)O)C1CCCCCC1. RXN SMILES: [CH2:1]([CH3:2])[O:3][C:4]([CH2:5][N:6]([CH:7]1[CH2:8][CH2:9][CH2:10][CH2:11][CH2:12][CH2:13]1)[C:14]([CH:15]([NH:16][C:17](=[O:18])[O:19][CH2:20][c:21]1[cH:22][cH:23][cH:24][cH:25][cH:26]1)[CH:27]([CH3:28])[CH3:29])=[O:30])=[O:31].[CH3:34][CH2:35][OH:36].[K+:33].[OH-:32]>>[O:3]=[C:4]([CH2:5][N:6]([CH:7]1[CH2:8][CH2:9][CH2:10][CH2:11][CH2:12][CH2:13]1)[C:14]([CH:15]([NH:16][C:17](=[O:18])[O:19][CH2:20][c:21]1[cH:22][cH:23][cH:24][cH:25][cH:26]1)[CH:27]([CH3:28])[CH3:29])=[O:30])[OH:31]. Starting materials: C(C1=CC=CC=C1)O[C@H](C=O)C ((S)-2-(benzyloxy)propionaldehyde), [I-].C[S+](=O)(C)C (Trimethylsulfoxonium iodide), [H-].[Na+] (sodium hydride), [Cl-].[NH4+] (ammonium chloride). The solvent is C(OC)COC (dimethoxyethane), CS(=O)C (dimethylsulfoxide), C(OC)COC (dimethoxyethane). Reaction conditions: time 10 minute. Yields the product C(C1=CC=CC=C1)O[C@H](C1CO1)C ((3S)-3-benzyloxy-1,2-epoxybutane). Yield: 58.4%. RXN SMILES: [I-].[CH3:2][S+](C)(C)=O.[H-].[Na+].[CH2:9]([O:16][C@@H:17]([CH3:20])[CH:18]=[O:19])[C:10]1[CH:15]=[CH:14][CH:13]=[CH:12][CH:11]=1.[Cl-].[NH4+]>CS(C)=O.C(COC)OC>[CH2:9]([O:16][C@@H:17]([CH3:20])[CH:18]1[O:19][CH2:2]1)[C:10]1[CH:15]=[CH:14][CH:13]=[CH:12][CH:11]=1 |f:0.1,2.3,5.6|. Procedure: Trimethylsulfoxonium iodide (1.22 g) was added to a stirred suspension of sodium hydride (60% in mineral oil, 234 mg) in dimethylsulfoxide (12 ml) and dimethoxyethane (10 ml) at −3° C. to −4° C. under nitrogen atmosphere. After 10 minutes, a solution of (S)-2-(benzyloxy)propionaldehyde (obtained in Preparation 8) (800 mg) in dimethoxyethane (2 ml) was added dropwise to the mixture for a period of 5 minutes at the same temperature, and the resulting mixture was stirred for 30 minutes at room temp...